Dataset: the Open Reaction Database (ORD), a public repository of structured organic reaction records. Task: describe an organic reaction: reactants, conditions, products, and yield The reactants are FC1=CC2=C(N(C(=N2)COC2=CC=CC=C2)CC2=CC=C(C=C2)OC(F)(F)F)C=C1N1CCNCC1 (5-fluoro-2-phenoxymethyl-6-piperazin-1-yl-1-(4-trifluoromethoxy-benzyl)-1H-benzoimidazole), TEA, C(CCC)(=O)Cl (butyryl chloride). Solvent: ClCCl (dichloromethane), ClCCl (dichloromethane). Run at time 5 hour. The product is FC=1C(=CC2=C(N=C(N2CC2=CC=C(C=C2)OC(F)(F)F)COC2=CC=CC=C2)C1)N1CCN(CC1)C(CCC)=O (1-{4-[6-Fluoro-2-phenoxymethyl-3-(4-trifluoromethoxy-benzyl)-3H-benzoimidazol-5-yl]-piperazin-1-yl}-butan-1-one). Reaction SMILES: [F:1][C:2]1[C:30]([N:31]2[CH2:36][CH2:35][NH:34][CH2:33][CH2:32]2)=[CH:29][C:5]2[N:6]([CH2:17][C:18]3[CH:23]=[CH:22][C:21]([O:24][C:25]([F:28])([F:27])[F:26])=[CH:20][CH:19]=3)[C:7]([CH2:9][O:10][C:11]3[CH:16]=[CH:15][CH:14]=[CH:13][CH:12]=3)=[N:8][C:4]=2[CH:3]=1.[C:37](Cl)(=[O:41])[CH2:38][CH2:39][CH3:40]>ClCCl>[F:1][C:2]1[C:30]([N:31]2[CH2:36][CH2:35][N:34]([C:37](=[O:41])[CH2:38][CH2:39][CH3:40])[CH2:33][CH2:32]2)=[CH:29][C:5]2[N:6]([CH2:17][C:18]3[CH:19]=[CH:20][C:21]([O:24][C:25]([F:26])([F:27])[F:28])=[CH:22][CH:23]=3)[C:7]([CH2:9][O:10][C:11]3[CH:12]=[CH:13][CH:14]=[CH:15][CH:16]=3)=[N:8][C:4]=2[CH:3]=1. Reported procedure: 80 mg of 5-fluoro-2-phenoxymethyl-6-piperazin-1-yl-1-(4-trifluoromethoxy-benzyl)-1H-benzoimidazole (0.16 mmol) and 0.033 ml TEA (0.24 mmol) were dissolved in 1.5 ml dichloromethane and treated with 0.021 ml butyryl chloride (0.2 mmol). After 5 h stirring at rt, the reaction mixture was diluted with dichloromethane, washed with water, saturated sodium bicarbonate and brine, dried with magnesium sulfate, filtered and concentrated in vacuo, leading to 88 mg of light yellow solid (97%). MS (ISP) 571...